The task is: describe an organic reaction: reactants, conditions, products, and yield. This data is from the Open Reaction Database (ORD), a public repository of structured organic reaction records. The reactants are O=C(OCc1ccccc1)ON1C(=O)CCC1=O, NCCCC(=O)O. The product is O=C(O)CCCNC(=O)OCc1ccccc1. Reaction SMILES: [CH2:8]([c:9]1[cH:10][cH:11][cH:12][cH:13][cH:14]1)[O:15][C:16](=[O:17])[O:18][N:19]1[C:20](=[O:21])[CH2:22][CH2:23][C:24]1=[O:25].[NH2:1][CH2:2][CH2:3][CH2:4][C:5]([OH:6])=[O:7]>>[NH:1]([CH2:2][CH2:3][CH2:4][C:5]([OH:6])=[O:7])[C:16]([O:15][CH2:8][c:9]1[cH:10][cH:11][cH:12][cH:13][cH:14]1)=[O:17]. The product is Cc1cc(C=O)c(C)c([N+](=O)[O-])c1O. Reaction SMILES: [Cl-:2].[Na+:1].[OH:14][N+:15]([O-:16])=[O:17].[OH:3][c:4]1[cH:5][c:6]([CH3:13])[c:7]([CH:8]=[O:9])[cH:10][c:11]1[CH3:12].[S:18](=[O:19])(=[O:20])([OH:21])[OH:22]>>[OH:3][c:4]1[c:5]([N+:15](=[O:14])[O-:16])[c:6]([CH3:13])[c:7]([CH:8]=[O:9])[cH:10][c:11]1[CH3:12]. Starting materials: [Cl-], [Na+], O=[N+]([O-])O, Cc1cc(C=O)c(C)cc1O, O=S(=O)(O)O. Reactants: CCOC(=O)C1(NC(=O)c2cccc3c2CCN(C(=O)OC(C)(C)C)C3)Cc2ccccc2C1, CCO, [K+], [OH-], O. The product is CC(C)(C)OC(=O)N1CCc2c(cccc2C(=O)NC2(C(=O)O)Cc3ccccc3C2)C1. RXN SMILES: [C:1]([CH3:2])([CH3:3])([CH3:4])[O:5][C:6](=[O:7])[N:8]1[CH2:9][c:10]2[cH:11][cH:12][cH:13][c:14]([C:18]([NH:19][C:20]3([C:29](=[O:30])[O:31][CH2:32][CH3:33])[CH2:21][c:22]4[cH:23][cH:24][cH:25][cH:26][c:27]4[CH2:28]3)=[O:34])[c:15]2[CH2:16][CH2:17]1.[CH3:38][CH2:39][OH:40].[K+:36].[OH-:35].[OH2:37]>>[C:1]([CH3:2])([CH3:3])([CH3:4])[O:5][C:6](=[O:7])[N:8]1[CH2:9][c:10]2[cH:11][cH:12][cH:13][c:14]([C:18]([NH:19][C:20]3([C:29](=[O:30])[OH:31])[CH2:21][c:22]4[cH:23][cH:24][cH:25][cH:26][c:27]4[CH2:28]3)=[O:34])[c:15]2[CH2:16][CH2:17]1. Reactants: NC1=CC=CC2=C1N(C(=N2)C(O)C2=C(C=C(C=C2)Cl)Cl)CCNC(OC(C)(C)C)=O (tert-butyl (2-{7-amino-2-[(2,4-dichlorophenyl)(hydroxy)methyl]-1H-benzimidazol-1-yl}ethyl)carbamate), C(C)=O (acetoaldehyde), C(C)(=O)O[BH-](OC(C)=O)OC(C)=O.[Na+] (sodium triacetoxyborohydride), resultant mixture, resultant mixture. Solvent: CO (methanol), C(C)(=O)O (acetic acid), C(O)([O-])=O.[Na+] (sodium hydrogen carbonate), [OH-].[Na+] (sodium hydroxide). Yields the product ClC1=C(C=CC(=C1)Cl)C(C1=NC2=C(N1CCNC(OC(C)(C)C)=O)C(=CC=C2)N(CC)CC)O (tert-Butyl (2-{2-[(2,4-dichlorophenyl)(hydroxy)methyl]-7-(diethylamino)-1H-benzimidazol-1-yl}ethyl)carbamate). Yield: 73.7%. Reaction SMILES: [NH2:1][C:2]1[C:7]2[N:8]([CH2:21][CH2:22][NH:23][C:24](=[O:30])[O:25][C:26]([CH3:29])([CH3:28])[CH3:27])[C:9]([CH:11]([C:13]3[CH:18]=[CH:17][C:16]([Cl:19])=[CH:15][C:14]=3[Cl:20])[OH:12])=[N:10][C:6]=2[CH:5]=[CH:4][CH:3]=1.[CH:31](=O)[CH3:32].[C:34](O[BH-](OC(=O)C)OC(=O)C)(=O)[CH3:35].[Na+]>CO.C(O)(=O)C.C(=O)([O-])O.[Na+].[OH-].[Na+]>[Cl:20][C:14]1[CH:15]=[C:16]([Cl:19])[CH:17]=[CH:18][C:13]=1[CH:11]([OH:12])[C:9]1[N:8]([CH2:21][CH2:22][NH:23][C:24](=[O:30])[O:25][C:26]([CH3:27])([CH3:29])[CH3:28])[C:7]2[C:2]([N:1]([CH2:31][CH3:32])[CH2:34][CH3:35])=[CH:3][CH:4]=[CH:5][C:6]=2[N:10]=1 |f:2.3,6.7,8.9|. Procedure: To a solution of tert-butyl (2-{7-amino-2-[(2,4-dichlorophenyl)(hydroxy)methyl]-1H-benzimidazol-1-yl}ethyl)carbamate (5.00 g, 11.1 mmol) in methanol (110 mL) and acetic acid (5.5 mL) was added acetoaldehyde (4.15 mL, 66.6 mmol) at 0° C. The resultant mixture was stirred at 0° C. for 30 min. To the reaction mixture was added sodium triacetoxyborohydride (14.1 g, 66.5 mmol) at 0° C. After the resultant mixture was stirred at room temperature for 3 h, the mixture was diluted with aqueous sodium hyd... The reactants are O=CCCCNC(C(F)(F)F)=O (N-(4-oxobutyl)trifluoroacetamide), ferric chloride, C[Si](OCC1=CC=C(C(=O)OC)C=C1)(C)C (methyl 4-[(trimethylsilyloxy)methyl]benzoate), N(=[N+]=[N-])[Si](C)(C)C (azidotrimethylsilane). The solvent is CC#N (MeCN), CC#N (MeCN). Run at temperature -40 celsius, time 60 minute. The product is N(=[N+]=[N-])C(CCCNC(C(F)(F)F)=O)OCC1=CC=C(C(=O)OC)C=C1 (methyl 4-[(1-azido-4-trifluoroacetamidobutoxy)methyl]benzoate). Reaction SMILES: [O:1]=[CH:2][CH2:3][CH2:4][CH2:5][NH:6][C:7](=[O:12])[C:8]([F:11])([F:10])[F:9].C[Si](C)(C)O[CH2:16][C:17]1[CH:26]=[CH:25][C:20]([C:21]([O:23][CH3:24])=[O:22])=[CH:19][CH:18]=1.[N:29]([Si](C)(C)C)=[N+:30]=[N-:31]>CC#N>[N:29]([CH:2]([O:1][CH2:16][C:17]1[CH:26]=[CH:25][C:20]([C:21]([O:23][CH3:24])=[O:22])=[CH:19][CH:18]=1)[CH2:3][CH2:4][CH2:5][NH:6][C:7](=[O:12])[C:8]([F:10])([F:11])[F:9])=[N+:30]=[N-:31]. Procedure details: A solution of N-(4-oxobutyl)trifluoroacetamide (1.0 g; 5.5 mmol) and a catalytic amount of anhydrous ferric chloride (44 mg; 0.27 mmol) in anhydrous MeCN (6 mL) was cooled to −40° C. A solution of methyl 4-[(trimethylsilyloxy)methyl]benzoate (1.56 g; 6.6 mmol) and azidotrimethylsilane (0.94 g; 8.2 mmol) in MeCN (5 mL) was added dropwise to the cooled solution. The reaction mixture was stirred at −40° C. for 60 min and quenched with buffered phosphate saline (pH 7.2). The aqueous solution was ext... Reactants: CC(C)(C)C(=O)Cl, CC(C)(C)C(=O)NN, CCN(C(C)C)C(C)C, CC1(C)OC2C(C(=O)O)OC(n3cnc4c(NC5CCOCC5)nc(Cl)nc43)C2O1, C1CCOC1. Yields the product CC1(C)OC2C(C(=O)NNC(=O)C(C)(C)C)OC(n3cnc4c(NC5CCOCC5)nc(Cl)nc43)C2O1. Reaction SMILES: [C:40]([Cl:41])(=[O:42])[C:43]([CH3:44])([CH3:45])[CH3:46].[CH3:47][C:48]([C:49](=[O:50])[NH:51][NH2:52])([CH3:53])[CH3:54].[CH:1]([N:2]([CH:3]([CH3:4])[CH3:5])[CH2:6][CH3:7])([CH3:8])[CH3:9].[Cl:10][c:11]1[n:12][c:13]([NH:33][CH:34]2[CH2:35][CH2:36][O:37][CH2:38][CH2:39]2)[c:14]2[n:15][cH:16][n:17]([CH:20]3[O:21][CH:22]([C:30](=[O:31])[OH:32])[CH:23]4[CH:24]3[O:25][C:26]([CH3:28])([CH3:29])[O:27]4)[c:18]2[n:19]1.[O:55]1[CH2:56][CH2:57][CH2:58][CH2:59]1>>[Cl:10][c:11]1[n:12][c:13]([NH:33][CH:34]2[CH2:35][CH2:36][O:37][CH2:38][CH2:39]2)[c:14]2[n:15][cH:16][n:17]([CH:20]3[O:21][CH:22]([C:30](=[O:31])[NH:52][NH:51][C:49]([C:48]([CH3:47])([CH3:53])[CH3:54])=[O:50])[CH:23]4[CH:24]3[O:25][C:26]([CH3:28])([CH3:29])[O:27]4)[c:18]2[n:19]1. Starting materials: Example 1, C(CCC)=C1C(NCCC1)=O (3-(butylidene)-2-piperidone), CO (Methanol). The reagents and catalysts are [Ir] (iridium). The solvent is ClCCl (dichloromethane). Product: C(CCC)C1C(NCCC1)=O (3-butyl-2-piperidone). The yield is 90.2%. Reaction SMILES: [CH:1](=[C:5]1[CH2:10][CH2:9][CH2:8][NH:7][C:6]1=[O:11])[CH2:2][CH2:3][CH3:4].CO>[Ir].ClCCl>[CH2:1]([CH:5]1[CH2:10][CH2:9][CH2:8][NH:7][C:6]1=[O:11])[CH2:2][CH2:3][CH3:4]. Reported procedure: This example describes the preparation of I where n=2 and R1=n-propyl. In a nitrogen-filled glove box, a Fisher-Porter tube was charged with iridium catalyst prepared as in Example 1 (8 mg, 0.010 mmol) and 3-(butylidene)-2-piperidone (150 mg, 1.0 mmol). Methanol (2 mL) and dichloromethane (2 mL) were added and the system was flushed 4 times with hydrogen and pressured to 60 psi (0.5 Mpa) H2. After 18 h the reaction mixture was filtered through a short pad of silica. The solvent was removed at re... The reactants are ICCC (iodopropane), ICCC (iodopropane), [H-].[Na+] (sodium hydride), CO (methanol), ICCC (iodopropane), [H-].[Na+] (sodium hydride), FC1=C(COC=2C=3N(C=CC2)C(=C(N3)C)C(=O)NC(CO)CO)C(=CC=C1)F (8-[(2,6-difluorobenzyl)oxy]-N-(1,3-dihydroxypropan-2-yl)-2-methylimidazo[1,2-a]pyridine-3-carboxamide), [H-].[Na+] (sodium hydride). Solvent: CN(C)C=O (DMF), O (water), CN(C)C=O (DMF). Run at temperature 0 celsius, time 30 minute. The product is FC1=C(COC=2C=3N(C=CC2)C(=C(N3)C)C(=O)NC(CO)COCCC)C(=CC=C1)F (rac-8-[(2,6-Difluorobenzyl)oxy]-N-(1-hydroxy-3-propoxypropan-2-yl)-2-methylimidazo[1,2-a]-pyridine-3-carboxamide). RXN SMILES: [F:1][C:2]1[CH:27]=[CH:26][CH:25]=[C:24]([F:28])[C:3]=1[CH2:4][O:5][C:6]1[C:7]2[N:8]([C:12]([C:16]([NH:18][CH:19]([CH2:22][OH:23])[CH2:20][OH:21])=[O:17])=[C:13]([CH3:15])[N:14]=2)[CH:9]=[CH:10][CH:11]=1.[H-].[Na+].I[CH2:32][CH2:33][CH3:34].CO>CN(C=O)C.O>[F:1][C:2]1[CH:27]=[CH:26][CH:25]=[C:24]([F:28])[C:3]=1[CH2:4][O:5][C:6]1[C:7]2[N:8]([C:12]([C:16]([NH:18][CH:19]([CH2:22][O:23][CH2:32][CH2:33][CH3:34])[CH2:20][OH:21])=[O:17])=[C:13]([CH3:15])[N:14]=2)[CH:9]=[CH:10][CH:11]=1 |f:1.2|. Procedure: At 0° C., 100 mg (0.26 mmol) of 8-[(2,6-difluorobenzyl)oxy]-N-(1,3-dihydroxypropan-2-yl)-2-methylimidazo[1,2-a]pyridine-3-carboxamide were initially charged in 2.4 ml of DMF, 7.1 mg (0.28 mmol) of sodium hydride (95%) were added and the mixture was stirred at 0° C. for 30 min. At 0° C., a solution of 35 mg (0.20 mmol) of iodopropane in 0.4 ml of DMF was then slowly added dropwise, and the mixture was stirred at RT overnight. Another 1.6 mg (0.064 mmol) of sodium hydride (95%) were added at room ... Reactants: BrCC1CC1, O=c1nc(-c2ccc3c(c2)OCO3)c2cc3c(cc2[nH]1)OCO3, [H-], [Na+], CN(C)C=O. Yields the product c1cc2c(cc1-c1nc(OCC3CC3)nc3cc4c(cc13)OCO4)OCO2. Reaction SMILES: [Br:26][CH2:27][CH:28]1[CH2:29][CH2:30]1.[CH2:1]1[O:2][c:3]2[cH:4][c:5]3[c:6](-[c:15]4[cH:16][c:17]5[c:18]([cH:19][cH:20]4)[O:21][CH2:22][O:23]5)[n:7][c:8](=[O:14])[nH:9][c:10]3[cH:11][c:12]2[O:13]1.[H-:25].[Na+:24].[O:31]=[CH:32][N:33]([CH3:34])[CH3:35]>>[CH2:1]1[O:2][c:3]2[cH:4][c:5]3[c:6](-[c:15]4[cH:16][c:17]5[c:18]([cH:19][cH:20]4)[O:21][CH2:22][O:23]5)[n:7][c:8]([O:14][CH2:27][CH:28]4[CH2:29][CH2:30]4)[n:9][c:10]3[cH:11][c:12]2[O:13]1.